From a dataset of the Open Reaction Database (ORD), a public repository of structured organic reaction records. describe an organic reaction: reactants, conditions, products, and yield The reactants are CNC (dimethylamine), BrC=1C=CC2=C(C1)S(CC1=C2N(N=C1C(=O)N1CCOCC1)C1=CC=CC=C1)(=O)=O (7-bromo-3-(morpholin-4-ylcarbonyl)-1-phenyl-1,4-dihydrothiochromeno[4,3-c]pyrazole 5,5-dioxide), CC(C)(C)[O-].[Na+] (NaOtBu), Tris(dibenylidene acetone)dipalladium(0), 2-ditertiary butyl phosphino-2′,4′,6′-triisopropyl biphenyl. The solvent is C1CCOC1 (THF), C1(=CC=CC=C1)C (toluene). Run at temperature 90 celsius. The product is CN(C=1C=CC2=C(C1)S(CC1=C2N(N=C1C(=O)N1CCOCC1)C1=CC=CC=C1)(=O)=O)C (N,N-Dimethyl-3-(morpholin-4-ylcarbonyl)-1-phenyl-1,4-dihydrothiochromeno[4,3-c]pyrazol-7-amine 5,5-dioxide). As a reaction SMILES: Br[C:2]1[CH:3]=[CH:4][C:5]2[C:11]3[N:12]([C:23]4[CH:28]=[CH:27][CH:26]=[CH:25][CH:24]=4)[N:13]=[C:14]([C:15]([N:17]4[CH2:22][CH2:21][O:20][CH2:19][CH2:18]4)=[O:16])[C:10]=3[CH2:9][S:8](=[O:30])(=[O:29])[C:6]=2[CH:7]=1.CC([O-])(C)C.[Na+].[CH3:37][NH:38][CH3:39]>C1(C)C=CC=CC=1.C1COCC1>[CH3:37][N:38]([CH3:39])[C:2]1[CH:3]=[CH:4][C:5]2[C:11]3[N:12]([C:23]4[CH:28]=[CH:27][CH:26]=[CH:25][CH:24]=4)[N:13]=[C:14]([C:15]([N:17]4[CH2:22][CH2:21][O:20][CH2:19][CH2:18]4)=[O:16])[C:10]=3[CH2:9][S:8](=[O:30])(=[O:29])[C:6]=2[CH:7]=1 |f:1.2|. Procedure: 7-bromo-3-(morpholin-4-ylcarbonyl)-1-phenyl-1,4-dihydrothiochromeno[4,3-c]pyrazole 5,5-dioxide (100 mg, 0.20 mmol, 1 eq.), NaOtBu (280 mg, 0.29 mmol, 1.4 eq.) are taken in degassed toluene in a sealed tube. Tris(dibenylidene acetone)dipalladium(0) (5 mg, 0.005 mmol, 0.025 eq.), 2-ditertiary butyl phosphino-2′,4′,6′-triisopropyl biphenyl (3.5 mg, 0.008 mmol, 0.04 eq.) are then added followed by dimethylamine in THF (3 mL, 2 M) and the reaction mixture is heated at 90° C. for 16 h. After this time...